From a dataset of the Open Reaction Database (ORD), a public repository of structured organic reaction records. describe an organic reaction: reactants, conditions, products, and yield Starting materials: N1CCC(CC1)C=1C=CC2=C(N3N=C(C=C3CCO2)C=2N(N=CN2)CC(F)(F)F)C1 (9-piperidin-4-yl-2-[2-(2,2,2-trifluoro-ethyl)-2H-[1,2,4]triazol-3-yl]-4,5-dihydro-6-oxa-1,10b-diaza-benzo[e]azulene), C(CO)(=O)O (glycolic acid). Product: OCC(=O)N1CCC(CC1)C1=CC2=C(OCCC=3N2N=C(C3)C3=NC=NN3CC(F)(F)F)C=C1 (2-hydroxy-1-(4-(2-(1-(2,2,2-trifluoroethyl)-1H-1,2,4-triazol-5-yl)-4,5-dihydrobenzo[b]pyrazolo[1,5-d][1,4]oxazepin-9-yl)piperidin-1-yl)ethanone). RXN SMILES: [NH:1]1[CH2:6][CH2:5][CH:4]([C:7]2[CH:8]=[CH:9][C:10]3[O:19][CH2:18][CH2:17][C:16]4[N:12]([N:13]=[C:14]([C:20]5[N:21]([CH2:25][C:26]([F:29])([F:28])[F:27])[N:22]=[CH:23][N:24]=5)[CH:15]=4)[C:11]=3[CH:30]=2)[CH2:3][CH2:2]1.[C:31](O)(=[O:34])[CH2:32][OH:33]>>[OH:34][CH2:31][C:32]([N:1]1[CH2:2][CH2:3][CH:4]([C:7]2[CH:8]=[CH:9][C:10]3[O:19][CH2:18][CH2:17][C:16]4[N:12]([N:13]=[C:14]([C:20]5[N:21]([CH2:25][C:26]([F:29])([F:27])[F:28])[N:22]=[CH:23][N:24]=5)[CH:15]=4)[C:11]=3[CH:30]=2)[CH2:5][CH2:6]1)=[O:33]. Procedure details: Following the procedure for 116, 9-piperidin-4-yl-2-[2-(2,2,2-trifluoro-ethyl)-2H-[1,2,4]triazol-3-yl]-4,5-dihydro-6-oxa-1,10b-diaza-benzo[e]azulene was reacted with glycolic acid to give 151 as a white solid. 1H NMR (400 MHz, DMSO-d): δ 8.21 (s, 1H); 7.73 (d, J=2.16 Hz, 1H); 7.29 (dd, J=8.37, 2.17 Hz, 1H); 7.21 (d, J=8.32 Hz, 1H); 6.97 (s, 1H); 5.72 (q, J=8.78 Hz, 2H); 4.55-4.43 (m, 4H); 4.13-4.05 (m, 2H); 3.79 (d, J=13.44 Hz, 1H); 3.23-3.15 (m, 3H); 3.09 (t, J=12.91 Hz, 1H); 2.91-2.82 (m, 1H);...